From a dataset of the Open Reaction Database (ORD), a public repository of structured organic reaction records. describe an organic reaction: reactants, conditions, products, and yield The reactants are BrB(Br)Br, COc1ccc(F)c(Cl)c1C(C)c1c[nH]c2ncc(Br)cc12, ClCCl. Yields the product CC(c1c(O)ccc(F)c1Cl)c1c[nH]c2ncc(Br)cc12. As a reaction SMILES: [B:23]([Br:24])([Br:25])[Br:26].[Br:1][c:2]1[cH:3][c:4]2[c:5]([n:6][cH:7]1)[nH:8][cH:9][c:10]2[CH:11]([CH3:12])[c:13]1[c:14]([Cl:22])[c:15]([F:21])[cH:16][cH:17][c:18]1[O:19][CH3:20].[Cl:27][CH2:28][Cl:29]>>[Br:1][c:2]1[cH:3][c:4]2[c:5]([n:6][cH:7]1)[nH:8][cH:9][c:10]2[CH:11]([CH3:12])[c:13]1[c:14]([Cl:22])[c:15]([F:21])[cH:16][cH:17][c:18]1[OH:19]. The reactants are CC(=O)OC(C)=O, O=CO, CCOC(=O)Cc1csc(N)n1. Product: CCOC(=O)Cc1csc(NC=O)n1. Reaction SMILES: [CH3:1][C:2](=[O:3])[O:4][C:5](=[O:6])[CH3:7].[CH:20]([OH:21])=[O:22].[NH2:8][c:9]1[s:10][cH:11][c:12]([CH2:14][C:15](=[O:16])[O:17][CH2:18][CH3:19])[n:13]1>>[CH:2](=[O:3])[NH:8][c:9]1[s:10][cH:11][c:12]([CH2:14][C:15](=[O:16])[O:17][CH2:18][CH3:19])[n:13]1. Starting materials: C([O-])([O-])=O.[K+].[K+] (potassium carbonate), FC=1C(=C(C=CC1F)C(CC)=O)O (1-(3,4-difluoro-2-hydroxyphenyl)propan-1-one), CI (methyl iodide). The solvent is CC(=O)C (acetone). Reaction conditions: time 12 hour. The product is FC=1C(=C(C=CC1F)C(CC)=O)OC (1-(3,4-difluoro-2-methoxyphenyl)propan-1-one). The yield is 92.1%. RXN SMILES: [F:1][C:2]1[C:3]([OH:13])=[C:4]([C:9](=[O:12])[CH2:10][CH3:11])[CH:5]=[CH:6][C:7]=1[F:8].[C:14](=O)([O-])[O-].[K+].[K+].CI>CC(C)=O>[F:1][C:2]1[C:3]([O:13][CH3:14])=[C:4]([C:9](=[O:12])[CH2:10][CH3:11])[CH:5]=[CH:6][C:7]=1[F:8] |f:1.2.3|. Procedure: 30.1 g (161 mmol) of 2,3-difluorophenyl propionate in 16 ml of 1,2-dichlorobenzene are added dropwise to 21.5 g (161 mmol) of aluminum trichloride in 16 ml of 1,2-dichlorobenzene and the mixture is subsequently stirred at 100° C. for 6 hours. It is cooled, diluted with dichloromethane and poured cautiously onto a mixture of 2 M hydrochloric acid and ice. The phases are separated, extraction is carried out with dichloromethane and the extracts are washed with saturated sodium chloride solution an... Reactants: CN(C(CN(C(CNC(=O)NC1=CC(=CC=C1)[N+](=O)[O-])=O)C1=CC=CC=C1)=O)C1=CC=CC=C1 (N-methyl-2-{2-[3-(3-nitrophenyl)ureido]-N-phenylacetamido}-N-phenylacetamide), solution, Cl (hydrochloric acid). Reagents/catalysts: [Pd] (palladium-on-charcoal). The solvent is C(C)#N.C(C)(C)OC(C)C (acetonitrile diisopropyl ether), C(C)O (ethanol), C(C)(C)OC(C)C (diisopropyl ether). Run at time 2 hour. Product: Cl.NC=1C=C(C=CC1)NC(NCC(=O)N(C1=CC=CC=C1)CC(=O)N(C1=CC=CC=C1)C)=O (2-{2-[3-(3-aminophenyl)ureido]-N-phenylacetamido}-N-methyl-N-phenylacetamide hydrochloride). As a reaction SMILES: [CH3:1][N:2]([C:29]1[CH:34]=[CH:33][CH:32]=[CH:31][CH:30]=1)[C:3](=[O:28])[CH2:4][N:5]([C:22]1[CH:27]=[CH:26][CH:25]=[CH:24][CH:23]=1)[C:6](=[O:21])[CH2:7][NH:8][C:9]([NH:11][C:12]1[CH:17]=[CH:16][CH:15]=[C:14]([N+:18]([O-])=O)[CH:13]=1)=[O:10].[ClH:35]>C(O)C.C(#N)C.C(OC(C)C)(C)C.C(OC(C)C)(C)C.[Pd]>[ClH:35].[NH2:18][C:14]1[CH:13]=[C:12]([NH:11][C:9](=[O:10])[NH:8][CH2:7][C:6]([N:5]([CH2:4][C:3]([N:2]([CH3:1])[C:29]2[CH:34]=[CH:33][CH:32]=[CH:31][CH:30]=2)=[O:28])[C:22]2[CH:27]=[CH:26][CH:25]=[CH:24][CH:23]=2)=[O:21])[CH:17]=[CH:16][CH:15]=1 |f:3.4,7.8|. Reported procedure: 0.3 g of 5% palladium-on-charcoal is added to a solution of 1.8 g of N-methyl-2-{2-[3-(3-nitrophenyl)ureido]-N-phenylacetamido}-N-phenylacetamide in 100 cm3 of ethanol. The suspension obtained is stirred for 2 hours at a temperature close to 50° C under a hydrogen atmosphere (100 kPa). After cooling, the catalyst is separated off by filtration and the solution is concentrated to dryness under reduced pressure (2.7 kPa) at 35° C. The residue obtained is dissolved in 60 cm3 of an acetonitrile/diis... Yield: 69.0%. Conditions: temperature 70 celsius, time 3 hour. Reported procedure: 2-[(trans-4-{6-[(2′-Cyanobiphenyl-4-yl)methyl]-5-oxo-7-propyl[1,2,4]triazolo[1,5-a]pyrimidin-4(5H)-yl}cyclohexyl)oxy]-N-methoxy-N-methylacetamide (0.75 g) was dissolved in tetrahydrofuran (10 mL), and methylmagnesium bromide (1.0 M tetrahydrofuran solution, 4 mL) was added at room temperature. The reaction mixture was warmed to 70° C. and stirred for 3 hr. 1 N Hydrochloric acid was added to the reaction mixture, and the mixture was extracted with ethyl acetate. The obtained ethyl acetate layer w... The product is O=C1N(C=2N(C(=C1CC1=CC=C(C=C1)C=1C(=CC=CC1)C#N)CCC)N=CN2)[C@@H]2CC[C@H](CC2)OCC(C)=O (4′-({5-oxo-4-[trans-4-(2-oxopropoxy)cyclohexyl]-7-propyl-4,5-dihydro[1,2,4]triazolo[1,5-a]pyrimidin-6-yl}methyl)biphenyl-2-carbonitrile). Run in O1CCCC1 (tetrahydrofuran). RXN SMILES: [C:1]([C:3]1[CH:8]=[CH:7][CH:6]=[CH:5][C:4]=1[C:9]1[CH:14]=[CH:13][C:12]([CH2:15][C:16]2[C:17](=[O:42])[N:18]([C@H:28]3[CH2:33][CH2:32][C@H:31]([O:34][CH2:35][C:36](N(OC)C)=[O:37])[CH2:30][CH2:29]3)[C:19]3[N:20]([N:25]=[CH:26][N:27]=3)[C:21]=2[CH2:22][CH2:23][CH3:24])=[CH:11][CH:10]=1)#[N:2].[CH3:43][Mg]Br.Cl>O1CCCC1>[O:42]=[C:17]1[C:16]([CH2:15][C:12]2[CH:11]=[CH:10][C:9]([C:4]3[C:3]([C:1]#[N:2])=[CH:8][CH:7]=[CH:6][CH:5]=3)=[CH:14][CH:13]=2)=[C:21]([CH2:22][CH2:23][CH3:24])[N:20]2[N:25]=[CH:26][N:27]=[C:19]2[N:18]1[C@H:28]1[CH2:33][CH2:32][C@H:31]([O:34][CH2:35][C:36](=[O:37])[CH3:43])[CH2:30][CH2:29]1. Starting materials: C[Mg]Br (methylmagnesium bromide), C(#N)C1=C(C=CC=C1)C1=CC=C(C=C1)CC=1C(N(C=2N(C1CCC)N=CN2)[C@@H]2CC[C@H](CC2)OCC(=O)N(C)OC)=O (2-[(trans-4-{6-[(2′-Cyanobiphenyl-4-yl)methyl]-5-oxo-7-propyl[1,2,4]triazolo[1,5-a]pyrimidin-4(5H)-yl}cyclohexyl)oxy]-N-methoxy-N-methylacetamide), Cl (Hydrochloric acid). Reactants: C#C[C@H](CCCCC)O ((S)-(-)-1-octyn-3-ol), IC1=C2/C(/C(NC2=CC=C1)=O)=C/C=1NC=CC1OC ((Z)-1,3-dihydro-4-iodo-3-[(3-methoxy-1H-pyrrol-2-yl)methylene]-2H-indol-2-one), IC1=C2/C(/C(NC2=CC=C1)=O)=C/C=1NC=CC1OC ((Z)-1,3-dihydro-4-iodo-3-[(3-methoxy-1H-pyrrol-2-yl)methylene]-2H-indol-2-one). The reagents and catalysts are Cl[Pd]([P](C1=CC=CC=C1)(C2=CC=CC=C2)C3=CC=CC=C3)([P](C4=CC=CC=C4)(C5=CC=CC=C5)C6=CC=CC=C6)Cl ((Ph3P)2PdCl2). Solvent: CCN(CC)CC (Et3N), CN(C)C=O (DMF). The product is O[C@H](C#CC1=C2/C(/C(NC2=CC=C1)=O)=C/C=1NC=CC1OC)CCCCC ((S)-(Z)-1,3-dihydro-4-(3-hydroxy-1-octynyl)-3-[(3-methoxy-1H-pyrrol-2-yl)methylene]-2H-indol-2-one). Reaction SMILES: [CH:1]#[C:2][C@@H:3]([OH:9])[CH2:4][CH2:5][CH2:6][CH2:7][CH3:8].I[C:11]1[CH:19]=[CH:18][CH:17]=[C:16]2[C:12]=1/[C:13](=[CH:21]/[C:22]1[NH:23][CH:24]=[CH:25][C:26]=1[O:27][CH3:28])/[C:14](=[O:20])[NH:15]2>Cl[Pd](Cl)([P](C1C=CC=CC=1)(C1C=CC=CC=1)C1C=CC=CC=1)[P](C1C=CC=CC=1)(C1C=CC=CC=1)C1C=CC=CC=1.CN(C=O)C.CCN(CC)CC>[OH:9][C@@H:3]([CH2:4][CH2:5][CH2:6][CH2:7][CH3:8])[C:2]#[C:1][C:11]1[CH:19]=[CH:18][CH:17]=[C:16]2[C:12]=1/[C:13](=[CH:21]/[C:22]1[NH:23][CH:24]=[CH:25][C:26]=1[O:27][CH3:28])/[C:14](=[O:20])[NH:15]2 |^1:31,50|. Procedure details: Using Method C above, (S)-(-)-1-octyn-3-ol (61 mg, 0.53 mmol) (Aldrich) was coupled with (Z)-1,3-dihydro-4-iodo-3-[(3-methoxy-1H-pyrrol-2-yl)methylene]-2H-indol-2-one (150 mg, 0.41 mmol) (Starting Material 2 supra) using (Ph3P)2PdCl2 (20 mg) and Cul (10 mg) as catalyst in DMF (2 mL) and Et3N (2 mL) as solvent at 70° C. for 18 h to yield (S)-(Z)-1,3-dihydro-4-(3-hydroxy-1-octynyl)-3-[(3-methoxy-1H-pyrrol-2-yl)methylene]-2H-indol-2-one. (Yield 101 mg, 68%).